Task: describe an organic reaction: reactants, conditions, products, and yield. Dataset: the Open Reaction Database (ORD), a public repository of structured organic reaction records Starting materials: C(Cl)Cl (CH2Cl2), NH4HCO3, IC1=NN(C=C1CN(CCNC(OC(C)(C)C)=O)C)C1OCCCC1 (tert-butyl N-[2-([[3-iodo-1-(oxan-2-yl)-1H-pyrazol-4-yl]methyl](methyl)amino)ethyl]carbamate), [O-]P(=O)([O-])[O-].[K+].[K+].[K+] (K3PO4), CN1N=CC2=CC=C(C=C12)B(O)O ((1-methyl-1H-indazol-6-yl)boronic acid). Reagents/catalysts: C1=CC=C(C=C1)P([C-]2C=CC=C2)C3=CC=CC=C3.C1=CC=C(C=C1)P([C-]2C=CC=C2)C3=CC=CC=C3.Cl[Pd]Cl.[Fe+2] (Pd(dppf)Cl2). Run in COCCOC (ethylene glycol dimethyl ether), CC#N (CH3CN), CC#N (CH3CN), O (water). Conditions: time 1 minute. The product is CN(CCNC(OC(C)(C)C)=O)CC=1C(=NN(C1)C1OCCCC1)C1=CC=C2C=NN(C2=C1)C (tert-butyl 2-(methyl((3-(1-methyl-1H-indazol-6-yl)-1-(tetrahydro-2H-pyran-2-yl)-1H-pyrazol-4-yl)methyl)amino)ethylcarbamate). The yield is 24.8%. Reaction SMILES: I[C:2]1[C:6]([CH2:7][N:8]([CH3:19])[CH2:9][CH2:10][NH:11][C:12](=[O:18])[O:13][C:14]([CH3:17])([CH3:16])[CH3:15])=[CH:5][N:4]([CH:20]2[CH2:25][CH2:24][CH2:23][CH2:22][O:21]2)[N:3]=1.[O-]P([O-])([O-])=O.[K+].[K+].[K+].[CH3:34][N:35]1[C:43]2[C:38](=[CH:39][CH:40]=[C:41](B(O)O)[CH:42]=2)[CH:37]=[N:36]1.C(Cl)Cl>COCCOC.C1C=CC(P(C2C=CC=CC=2)[C-]2C=CC=C2)=CC=1.C1C=CC(P(C2C=CC=CC=2)[C-]2C=CC=C2)=CC=1.Cl[Pd]Cl.[Fe+2].CC#N.O>[CH3:19][N:8]([CH2:7][C:6]1[C:2]([C:41]2[CH:42]=[C:43]3[C:38]([CH:37]=[N:36][N:35]3[CH3:34])=[CH:39][CH:40]=2)=[N:3][N:4]([CH:20]2[CH2:25][CH2:24][CH2:23][CH2:22][O:21]2)[CH:5]=1)[CH2:9][CH2:10][NH:11][C:12](=[O:18])[O:13][C:14]([CH3:17])([CH3:16])[CH3:15] |f:1.2.3.4,8.9.10.11|. Procedure details: A mixture of tert-butyl N-[2-([[3-iodo-1-(oxan-2-yl)-1H-pyrazol-4-yl]methyl](methyl)amino)ethyl]carbamate (200 mg, 0.43 mmol, 1.00 equiv), K3PO4 (273 mg, 1.29 mmol, 3.00 equiv), (1-methyl-1H-indazol-6-yl)boronic acid (113 mg, 0.64 mmol, 1.50 equiv) and Pd(dppf)Cl2.CH2Cl2 (70 mg, 0.10 mmol, 0.20 equiv) in ethylene glycol dimethyl ether (20 mL) was stirred under nitrogen at 95° C. overnight. The resulting mixture was cooled to room temperature then concentrated under vacuum. The crude product was ...